From a dataset of the Open Reaction Database (ORD), a public repository of structured organic reaction records. describe an organic reaction: reactants, conditions, products, and yield Reactants: C(=O)NCC1=NC=C2SC=CN21 (5-formylaminomethyl imidazo[5,1-b]-thiazole), solution, C(CCC)[Li].CCCCCC (n-butyl lithium n-hexane), C(CCC)[Sn](CCCC)(CCCC)Cl (tri-n-butylstannyl chloride), [Cl-].[NH4+] (ammonium chloride). The solvent is CN(C)P(=O)(N(C)C)N(C)C (HMPA), C1CCOC1 (THF). Conditions: temperature 0 celsius, time 1 hour. Product: C(=O)NCC1=NC=C2SC(=CN21)[Sn](CCCC)(CCCC)CCCC (5-formylaminomethyl-2-(tri-n-butylstannyl)imidazo[5,1-b]thiazole). As a reaction SMILES: [CH:1]([NH:3][CH2:4][C:5]1[N:12]2[C:8]([S:9][CH:10]=[CH:11]2)=[CH:7][N:6]=1)=[O:2].C([Li])CCC.CCCCCC.[CH2:24]([Sn:28](Cl)([CH2:33][CH2:34][CH2:35][CH3:36])[CH2:29][CH2:30][CH2:31][CH3:32])[CH2:25][CH2:26][CH3:27].[Cl-].[NH4+]>CN(P(N(C)C)(N(C)C)=O)C.C1COCC1>[CH:1]([NH:3][CH2:4][C:5]1[N:12]2[C:8]([S:9][C:10]([Sn:28]([CH2:29][CH2:30][CH2:31][CH3:32])([CH2:33][CH2:34][CH2:35][CH3:36])[CH2:24][CH2:25][CH2:26][CH3:27])=[CH:11]2)=[CH:7][N:6]=1)=[O:2] |f:1.2,4.5|. Procedure details: A solution of 9 06 mg of 5-formylaminomethyl imidazo[5,1-b]-thiazole in a mixed solvent of 30 ml of THF and 6 ml of HMPA was cooled to −78° C. under the atmosphere of argon, and 10.9 ml of a 1.6 N solution of n-butyl lithium/n-hexane was added dropwise at an internal temperature of −70-−65° C. After the reaction mixture was stirred at the same temperature for 1 hour, 1.63 ml of tri-n-butylstannyl chloride was added, and the mixture was further stirred at the same temperature for 1 hour and for 2... The reactants are COC(=O)C(C)=P(C1=CC=CC=C1)(C1=CC=CC=C1)C1=CC=CC=C1 ([1-(methoxycarbonyl)ethylidene]triphenylphosphorane), COC(\C(=C\CCC(=CCCC1=CC=CC=C1)C)\C)=O ((E)-2,6-dimethyl-9-phenyl-2,6-nonadienoic acid methyl ester), COC(\C(=C\CCC(=CCCC1=CC=CC=C1)C)\C)=O ((E)-2,6-dimethyl-9-phenyl-2,6-nonadienoic acid methyl ester). Product: COC(\C(=C\CCC(=CCCC1=CC=CC=C1)C)\C)=O ((E)-2,6-dimethyl-9-phenyl-2,6-nonadienoic acid methyl ester), C/C(/CO)=C\CC\C(=C\CCC1=CC=CC=C1)\C ((2E,6E)-2,6-dimethyl-9-phenyl-2,6-nonadien-1-ol). Reaction SMILES: [CH3:1][O:2][C:3](=[O:20])/[C:4](/[CH3:19])=[CH:5]/[CH2:6][CH2:7][C:8]([CH3:18])=[CH:9][CH2:10][CH2:11][C:12]1[CH:17]=[CH:16][CH:15]=[CH:14][CH:13]=1.COC(C(=P(C1C=CC=CC=1)(C1C=CC=CC=1)C1C=CC=CC=1)C)=O>>[CH3:1][O:2][C:3](=[O:20])/[C:4](/[CH3:19])=[CH:5]/[CH2:6][CH2:7][C:8]([CH3:18])=[CH:9][CH2:10][CH2:11][C:12]1[CH:13]=[CH:14][CH:15]=[CH:16][CH:17]=1.[CH3:19]/[C:4](=[CH:5]\[CH2:6][CH2:7]/[C:8](/[CH3:18])=[CH:9]/[CH2:10][CH2:11][C:12]1[CH:13]=[CH:14][CH:15]=[CH:16][CH:17]=1)/[CH2:3][OH:2]. Procedure details: FIG. 24 depicts the preparation of (E)-9-phenyl-2,6-dimethyl-2,6-nonadienyl]-1-oxy-(tert.-butyl)dimethyl-silane (compound 43). In a coupling reaction hydrocinnamaldehyde (81) was converted to 2-methyl-5-phenyl-1-penten-3-ol (compound 82, CAS-No. 1836-38-0), from which (E)-4-methyl-7-phenyl-4-heptenoic acid ethyl ester (compound 83, CAS-No. 76620-37-6) was obtained. Reduction yielded (4E)-4-methyl-7-phenyl-4-heptenal (compound 84, CAS-No. 238736-71-5), which was transformed to (E)-2,6-dimethyl-9-... Starting materials: 195.4, [OH-].[K+] (potassium hydroxide), O[C@@H]1CN(CC[C@H]1NCC1=CC=CC=C1)C(=O)OCC (ethyl trans-3-hydroxy-4-[(phenylmethyl)amino]-1-piperidinecarboxylate). The solvent is CC(C)O (2-propanol). Product: 51, C1(=CC=CC=C1)CN[C@H]1[C@@H](CNCC1)O (trans-4-[(phenylmethyl)amino]-3-piperidinol). Yield: 70.8%. RXN SMILES: [OH-].[K+].[OH:3][C@H:4]1[C@H:9]([NH:10][CH2:11][C:12]2[CH:17]=[CH:16][CH:15]=[CH:14][CH:13]=2)[CH2:8][CH2:7][N:6](C(OCC)=O)[CH2:5]1>CC(O)C>[C:12]1([CH2:11][NH:10][C@@H:9]2[CH2:8][CH2:7][NH:6][CH2:5][C@H:4]2[OH:3])[CH:13]=[CH:14][CH:15]=[CH:16][CH:17]=1 |f:0.1|. Procedure: A mixture of 195.4 parts of potassium hydroxide and 1065 parts of 2-propanol was stirred and warmed till all solid entered solution. After cooling to room temperature, 97 parts of ethyl trans-3-hydroxy-4-[(phenylmethyl)amino]-1-piperidinecarboxylate were added and the whole was stirred and refluxed for 4 hours. The reaction mixture was evaporated to dry and 500 parts of water were added. The whole was concentrated to a volume of about 300 parts. After cooling to room temperature, the product was...